Dataset: the Open Reaction Database (ORD), a public repository of structured organic reaction records. Task: describe an organic reaction: reactants, conditions, products, and yield The reactants are COc1ccc(COS(C)(=O)=O)c(OC)c1, O=Cc1cccc2[nH]ccc12. Product: COc1ccc(Cn2ccc3c(C=O)cccc32)c(OC)c1. As a reaction SMILES: [CH3:1][S:2]([O:3][CH2:6][c:7]1[c:8]([O:15][CH3:16])[cH:9][c:10]([O:13][CH3:14])[cH:11][cH:12]1)(=[O:4])=[O:5].[nH:17]1[cH:18][cH:19][c:20]2[c:21]([CH:26]=[O:27])[cH:22][cH:23][cH:24][c:25]12>>[CH2:6]([c:7]1[c:8]([O:15][CH3:16])[cH:9][c:10]([O:13][CH3:14])[cH:11][cH:12]1)[n:17]1[cH:18][cH:19][c:20]2[c:21]([CH:26]=[O:27])[cH:22][cH:23][cH:24][c:25]12. The reactants are C(C)(=O)OCC (ethyl acetate), C(Cl)(Cl)Cl (CHCl3), O1C(CCCC1)OC[C@@H]1C=CC(O1)=O ((5S)-5-(Tetrahydropyran-2-yloxymethyl)-5H-furan-2-one), C(C1=CC=CC=C1)(=O)C1=CC=CC=C1 (benzophenone). Solvent: hexanes, O1COCC1 ([1,3]-dioxolane). Yields the product O1C(OCC1)[C@H]1CC(O[C@@H]1COC1OCCCC1)=O ((4S,5S)-4-([1,3]Dioxolan-2-yl)-5-(tetrahydropyran-2-yloxymethyl)-dihydrofuran-2-one). RXN SMILES: [O:1]1[CH2:6][CH2:5][CH2:4][CH2:3][CH:2]1[O:7][CH2:8][C@H:9]1[O:13][C:12](=[O:14])[CH:11]=[CH:10]1.C(C1C=CC=CC=1)(=O)C1C=CC=CC=1.[C:29]([O:32][CH2:33][CH3:34])(=[O:31])C.C(Cl)(Cl)Cl>O1CCOC1>[O:31]1[CH2:34][CH2:33][O:32][CH:29]1[C@@H:10]1[C@@H:9]([CH2:8][O:7][CH:2]2[CH2:3][CH2:4][CH2:5][CH2:6][O:1]2)[O:13][C:12](=[O:14])[CH2:11]1. Procedure: A solution containing 136 mg (0.686 mmol) compound (2f) and 18.7 mg (0.103 mmol) benzophenone in 100 mL [1,3]-dioxolane was irradiated at 20° C. for 5.75 hours according to the general procedure. Column chromatography (silica gel 40 g, ethyl acetate in hexanes 60%) gave compound (3f) as two diastereomers (170 mg, 91%) as a colorless oil, Rf=0.25, [α]25D −129°, c 0.8, CHCl3. 1H-NMR (300 MHz, CDCl3) δ: 1.38-1.82 (m, 6H), 2.40-2.46 (m, 1H), 2.60-2.75 (m, 2H), 3.39-3.48 (m, 1H), 3.61-3.70 (m, 1H), 3...